This data is from the Open Reaction Database (ORD), a public repository of structured organic reaction records. The task is: describe an organic reaction: reactants, conditions, products, and yield The reactants are C(#N)CC(C)(C)C=1C=CC(=C(C=O)C1)OC (5-(2-Cyano-1,1-dimethylethyl)-2-methoxybenzaldehyde), Cl.Cl.C1(=CC=CC=C1)[C@@H]1NCCC[C@@H]1N ((2S,3S)-2-Phenylpiperidin-3-amine Dihydrochloride), Cl.Cl.C(#N)C1(CC1)C=1C=CC(=C(CN[C@@H]2[C@@H](NCCC2)C2=CC=CC=C2)C1)OC ((2S,3S)-3-(5-(1-Cyanocyclopropyl)-2-methoxybenzyl)amino-2-phenylpiperidine dihydrochloride). Yields the product Cl.Cl.C(#N)C1(CCCCC1)C=1C=CC(=C(CN[C@@H]2[C@@H](NCCC2)C2=CC=CC=C2)C1)OC ((2S,3S)-3-(5-(1-Cyanocyclohexyl)-2-methoxybenzyl)amino-2-phenylpiperidine Dihydrochloride). RXN SMILES: [C:1]([CH2:3][C:4](C1C=CC(OC)=C(C=1)C=O)(C)C)#N.[ClH:17].Cl.[C:19]1([C@H:25]2[C@@H:30]([NH2:31])[CH2:29][CH2:28][CH2:27][NH:26]2)[CH:24]=[CH:23][CH:22]=[CH:21][CH:20]=1.Cl.Cl.[C:34]([C:36]1([C:39]2[CH:40]=[CH:41][C:42]([O:59][CH3:60])=[C:43]([CH:58]=2)[CH2:44]N[C@H]2CCCN[C@H]2C2C=CC=CC=2)[CH2:38][CH2:37]1)#[N:35]>>[ClH:17].[ClH:17].[C:34]([C:36]1([C:39]2[CH:40]=[CH:41][C:42]([O:59][CH3:60])=[C:43]([CH:58]=2)[CH2:44][NH:31][C@H:30]2[CH2:29][CH2:28][CH2:27][NH:26][C@H:25]2[C:19]2[CH:20]=[CH:21][CH:22]=[CH:23][CH:24]=2)[CH2:38][CH2:37][CH2:4][CH2:3][CH2:1]1)#[N:35] |f:1.2.3,4.5.6,7.8.9|. Procedure: This compound was prepared from Compound 47 and Compound 3 in the same manner of Compound 5. Starting materials: BrC=1C=NC=CC1 (3-bromopyridine), [Cl-].[NH4+] (ammonium chloride), C(CCC)[Li] (n-butyllithium), FC(C(=O)N(C)OC)F (2,2-difluoro-N-methoxy-N-methylacetamide). Solvent: C1CCOC1 (THF), C1(=CC=CC=C1)C (toluene), O (water), C1(=CC=CC=C1)C (toluene). Reaction conditions: temperature -78 celsius, time 15 minute. Product: FC(C(=O)C=1C=NC=CC1)F (2,2-difluoro-1-(pyridin-3-yl)ethanone). The yield is 76.8%. Reaction SMILES: C([Li])CCC.Br[C:7]1[CH:8]=[N:9][CH:10]=[CH:11][CH:12]=1.[F:13][CH:14]([F:21])[C:15](N(OC)C)=[O:16].[Cl-].[NH4+]>C1(C)C=CC=CC=1.O.C1COCC1>[F:13][CH:14]([F:21])[C:15]([C:7]1[CH:8]=[N:9][CH:10]=[CH:11][CH:12]=1)=[O:16] |f:3.4|. Procedure: To toluene (7.0 mL) were added dropwise at −78° C. n-butyllithium (2.76 mol/L solution in n-hexane, 2.60 mL, 7.19 mmol) and a solution of 3-bromopyridine (1.00 mL, 10.4 mmol) in toluene (2.5 mL), and the mixture was stirred at the same temperature for 30 minutes. THF (4.0 mL) was added to the resulting suspension and the mixture was stirred at −78° C. for 15 minutes. To the mixture was added 2,2-difluoro-N-methoxy-N-methylacetamide (1.00 g, 7.19 mmol) and the mixture was stirred for 3 hours allo... The reactants are Cl (HCl), [OH-].[Na+] (sodium hydroxide), C(C)OC(CCCCCOC1=CC=C(C=C1)C1OC2C(O1)C(OC2CN=[N+]=[N-])N2C(NC(C=C2)=O)=O)=O (6-{4-(4-Azidomethyl-6-(2,4-dioxo-3,4-dihydro-2H-pyrimidin-1-yl)-tetrahydro-furo(3,4-d)(1,3)dioxol-2-yl)-phenoxy}-hexanoic acid ethyl ester). Solvent: O (H2O), CCO (EtOH). Conditions: time 4 hour. Product: N(=[N+]=[N-])CC1OC(C2OC(OC21)C2=CC=C(OCCCCCC(=O)O)C=C2)N2C(NC(C=C2)=O)=O (6-{4-(4-Azidomethyl-6-(2,4-dioxo-3,4-dihydro-2H-pyrimidin-1-yl)-tetrahydro-furo(3,4-d)(1,3)dioxol-2-yl)-phenoxy}-hexanoic acid). As a reaction SMILES: [OH-].[Na+].C([O:5][C:6](=[O:39])[CH2:7][CH2:8][CH2:9][CH2:10][CH2:11][O:12][C:13]1[CH:18]=[CH:17][C:16]([CH:19]2[O:23][CH:22]3[CH:24]([N:31]4[CH:36]=[CH:35][C:34](=[O:37])[NH:33][C:32]4=[O:38])[O:25][CH:26]([CH2:27][N:28]=[N+:29]=[N-:30])[CH:21]3[O:20]2)=[CH:15][CH:14]=1)C.Cl>O.CCO>[N:28]([CH2:27][CH:26]1[CH:21]2[CH:22]([O:23][CH:19]([C:16]3[CH:17]=[CH:18][C:13]([O:12][CH2:11][CH2:10][CH2:9][CH2:8][CH2:7][C:6]([OH:39])=[O:5])=[CH:14][CH:15]=3)[O:20]2)[CH:24]([N:31]2[CH:36]=[CH:35][C:34](=[O:37])[NH:33][C:32]2=[O:38])[O:25]1)=[N+:29]=[N-:30] |f:0.1|. Procedure: A solution of sodium hydroxide (NaOH, 20.8 g, 522 mmol) in H2O (125 mL) was added to a suspension of 7 (89.8 g, 174 mmol) in EtOH (400 mL) and stirred for 4 h at room temperature. The solvent was removed and the resulting residue was diluted with H2O (300 mL). The suspension was then treated dropwise with 1M aqueous HCl (522 mmol, 522 mL) to afford a white precipitate, which was subsequently partitioned with EtOAc (1.5 L). The organic layer was then washed with H2O (2×1 L), dried (MgSO4), filter... The reactants are Grignard reagent, FC1=C(C=C(C=C1)Br)OC1=CC=CC=C1 (4-fluoro-3-phenoxyphenyl bromide), C(C)(=O)OCC(=CC1(CC1)C1=CC2=C(C=C1)OCO2)F (1-(3-Acetoxy-2-fluoroprop-1-enyl)-1-(3,4-methylenedioxyphenyl)cyclopropane), [Mg] (magnesium). The solvent is O1CCCC1 (tetrahydrofuran). Yields the product FC(=CC1(CC1)C1=CC2=C(C=C1)OCO2)CC2=CC(=C(C=C2)F)OC2=CC=CC=C2 (1-(2-fluoro-3-(4-fluoro-3-phenoxyphenyl)prop-1-enyl)-1-(3,4-methylenedioxyphenyl)cyclopropane). The yield is 25.8%. As a reaction SMILES: [F:1][C:2]1[CH:7]=[CH:6][C:5](Br)=[CH:4][C:3]=1[O:9][C:10]1[CH:15]=[CH:14][CH:13]=[CH:12][CH:11]=1.[Mg].C(O[CH2:21][C:22]([F:36])=[CH:23][C:24]1([C:27]2[CH:32]=[CH:31][C:30]3[O:33][CH2:34][O:35][C:29]=3[CH:28]=2)[CH2:26][CH2:25]1)(=O)C>O1CCCC1>[F:36][C:22]([CH2:21][C:5]1[CH:6]=[CH:7][C:2]([F:1])=[C:3]([O:9][C:10]2[CH:15]=[CH:14][CH:13]=[CH:12][CH:11]=2)[CH:4]=1)=[CH:23][C:24]1([C:27]2[CH:32]=[CH:31][C:30]3[O:33][CH2:34][O:35][C:29]=3[CH:28]=2)[CH2:26][CH2:25]1. Procedure: The method of Example 25 was repeated using a Grignard reagent, prepared from 4-fluoro-3-phenoxyphenyl bromide (0.313 g), tetrahydrofuran. (2 ml) and magnesium (24 mg) and 1-(3-acetoxy-2-fluoroprop-1-enyl)-1-(3,4-methylenedioxyphenyl) cyclopropane (Example 22) (0.138 g). The residue after evaporation was purified by preparative thin layer chromatography (solvent: diethyl ether/hexane; 1:9) to afford 1-(2-fluoro-3-(4-fluoro-3-phenoxyphenyl)prop-1-enyl)-1-(3,4-methylenedioxyphenyl)cyclopropane (52...